From a dataset of the Open Reaction Database (ORD), a public repository of structured organic reaction records. describe an organic reaction: reactants, conditions, products, and yield Solvent: ClCCl (dichloromethane), Cl (HCl). Reaction conditions: temperature 20 celsius, time 3 hour. Starting materials: FC(C(=O)N1CCC2=C(C(C1)C(C)C)C=C(C(=C2)O)Br)(F)F (N-trifluoroacetyl-8-bromo-7-hydroxy-1-isopropyl-2,3,4,5-tetrahydro-1H-3-benzazepine), N′″-tert-butyl-N,N,N′,N′,N′,N″,N″-hexamethylphosphorimidic triamide, C(C=C)Br (allyl bromide). As a reaction SMILES: [F:1][C:2]([F:22])([F:21])[C:3]([N:5]1[CH2:11][CH:10]([CH:12]([CH3:14])[CH3:13])[C:9]2[CH:15]=[C:16]([Br:20])[C:17]([OH:19])=[CH:18][C:8]=2[CH2:7][CH2:6]1)=[O:4].[CH2:23](Br)[CH:24]=[CH2:25]>ClCCl.Cl>[F:22][C:2]([F:1])([F:21])[C:3]([N:5]1[CH2:11][CH:10]([CH:12]([CH3:14])[CH3:13])[C:9]2[CH:15]=[C:16]([Br:20])[C:17]([O:19][CH2:25][CH:24]=[CH2:23])=[CH:18][C:8]=2[CH2:7][CH2:6]1)=[O:4]. Procedure details: A solution of N-trifluoroacetyl-8-bromo-7-hydroxy-1-isopropyl-2,3,4,5-tetrahydro-1H-3-benzazepine (0.017 g, 0.045 mmol) in dichloromethane (1 mL) was treated with N′″-tert-butyl-N,N,N′,N′,N′,N″,N″-hexamethylphosphorimidic triamide (0.016 g, 0.068 mmol), allyl bromide (0.011 g, 0.09 mmol) and stirred for 3 hours at 20° C. The product mixture was diluted with 10% aqueous HCl, extracted twice with dichloromethane (20 mL), and concentrated. Flash chromatography (10% EtOAc in hexanes, silica) resulte... The product is FC(C(=O)N1CCC2=C(C(C1)C(C)C)C=C(C(=C2)OCC=C)Br)(F)F (N-Trifluoroacetyl-7-allyloxy-8-bromo-1-isopropyl-2,3,4,5-tetrahydro-1H-3-benzazepine). Yield: 58.2%. RXN SMILES: [C:1]([CH:3]1[CH:8]2[CH2:9][CH2:10][N:5]([CH2:6][CH2:7]2)[CH2:4]1)#[N:2].[C:11]([OH:16])(=[O:15])[C:12]([OH:14])=[O:13].C[N:18]1[N:22]=N[C:20]([CH:23]2C3CCN(CC3)C2)=[N:19]1.[N+](=CC)=[N-]>>[C:11]([OH:16])(=[O:15])[C:12]([OH:14])=[O:13].[CH2:20]([N:19]1[N:18]=[N:22][C:1]([CH:3]2[CH:8]3[CH2:9][CH2:10][N:5]([CH2:6][CH2:7]3)[CH2:4]2)=[N:2]1)[CH3:23] |f:1.2,4.5|. Reactants: C(#N)C1CN2CCC1CC2 ((±) 3-cyano-1-azabicyclo[2.2.2]octane), C(C(=O)O)(=O)O.CN1N=C(N=N1)C1CN2CCC1CC2 ((±) 3-(2-Methyltetrazol-5-yl)-1-azabicyclo[2.2.2]octane oxalate salt), [N+](=[N-])=CC (diazoethane). Product: C(C(=O)O)(=O)O.C(C)N1N=C(N=N1)C1CN2CCC1CC2 ((±) 3-(2-Ethyltetrazol-5-yl)-1-azabicyclo[2.2.2]octane oxalate salt). Reported procedure: This compound was prepared from (±) 3-cyano-1-azabicyclo[2.2.2]octane (EP-A-0 261 763, Description 1) in a similar manner to the compound of Example 2 using an ethereal solution of diazoethane prepared from N-nitroso-N-ethyl urea1,2. The resulting oil was purified by column chromatography using neutral alumina and eluting with 2% MeOH/EtOAc. 1H NMR indicated that the mixture contained a 12:1 ratio of the 2-ethyl isomer to 1-ethyl isomer and this mixture (100 mg, 17%) was crystallised and the tit... The reactants are OS(=O)(=O)[O-].[K+] (KHSO4), C(C)OCC (ethyl ether), ( 27.37 ), [H-].[Al+3].[Li+].[H-].[H-].[H-] (lithium aluminum hydride), C(C)OCC (ethyl ether), CON(C([C@@H](NC(=O)OC(C)(C)C)CC1=CC=C(C=C1)OC)=O)C (N-(t-butoxycarbonyl)-O-methyl-L-tyrosine N-methoxy-N-methylamide). Reaction conditions: temperature 4 celsius. Product: C(C)(C)(C)OC(=O)N[C@@H](CC1=CC=C(C=C1)OOC)C=O (N(t-Butoxycarbonyl)-O-Methoxy-L-Tyrosinal). RXN SMILES: [H-].[Al+3].[Li+].[H-].[H-].[H-].CON(C)[C:10](=[O:29])[C@H:11]([CH2:20][C:21]1[CH:26]=[CH:25][C:24]([O:27]C)=[CH:23][CH:22]=1)[NH:12][C:13]([O:15][C:16]([CH3:19])([CH3:18])[CH3:17])=[O:14].OS([O-])(=O)=O.[K+].[CH2:37]([O:39]CC)C>>[C:16]([O:15][C:13]([NH:12][C@H:11]([CH:10]=[O:29])[CH2:20][C:21]1[CH:22]=[CH:23][C:24]([O:27][O:39][CH3:37])=[CH:25][CH:26]=1)=[O:14])([CH3:17])([CH3:18])[CH3:19] |f:0.1.2.3.4.5,7.8|. Procedure details: To 150 ml of anhydrous ethyl ether was added 1.04 g (27.37) mmols) of lithium aluminum hydride and the suspension was gently refluxed for 30 minutes. Upon cooling to 4° C., the reflux condenser was replaced by a pressure equalizing dropping funnel containing 7.4 g (21.9 mmols) of N-(t-butoxycarbonyl)-O-methyl-L-tyrosine N-methoxy-N-methylamide dissolved in 100 ml of anhydrous ethyl ether. The contents of the funnel were added over one hour. The reaction mix was allowed to react for an additional... The reactants are B, CSC, CO, COc1c(F)cc(F)cc1C=O, C1CCOC1. Product: COc1c(F)cc(F)cc1CO. RXN SMILES: [BH3:16].[CH3:13][S:14][CH3:15].[CH3:17][OH:18].[F:1][c:2]1[c:3]([O:11][CH3:12])[c:4]([CH:5]=[O:6])[cH:7][c:8]([F:10])[cH:9]1.[O:19]1[CH2:20][CH2:21][CH2:22][CH2:23]1>>[F:1][c:2]1[c:3]([O:11][CH3:12])[c:4]([CH2:5][OH:6])[cH:7][c:8]([F:10])[cH:9]1. Starting materials: COc1ccccc1, COc1ccc(Cn2cc(-c3ccc(Cl)c(C(=O)NCCc4ccccc4Cl)c3)cn2)cc1, ClCCl, O=C(O)C(F)(F)F. Product: O=C(NCCc1ccccc1Cl)c1cc(-c2cn[nH]c2)ccc1Cl. RXN SMILES: [CH3:41][O:42][c:43]1[cH:44][cH:45][cH:46][cH:47][cH:48]1.[Cl:1][c:2]1[c:3]([C:4](=[O:5])[NH:6][CH2:7][CH2:8][c:9]2[c:10]([Cl:15])[cH:11][cH:12][cH:13][cH:14]2)[cH:16][c:17](-[c:20]2[cH:21][n:22][n:23]([CH2:25][c:26]3[cH:27][cH:28][c:29]([O:30][CH3:31])[cH:32][cH:33]3)[cH:24]2)[cH:18][cH:19]1.[Cl:49][CH2:50][Cl:51].[OH:34][C:35]([C:36]([F:37])([F:38])[F:39])=[O:40]>>[Cl:1][c:2]1[c:3]([C:4](=[O:5])[NH:6][CH2:7][CH2:8][c:9]2[c:10]([Cl:15])[cH:11][cH:12][cH:13][cH:14]2)[cH:16][c:17](-[c:20]2[cH:21][nH:22][n:23][cH:24]2)[cH:18][cH:19]1. The reactants are OCc1cn(Cc2ccc(OCc3ccccc3)cc2)nc1OCc1ccc(OCc2ccccc2)cc1, C1CCOC1. Product: O=Cc1cn(Cc2ccc(OCc3ccccc3)cc2)nc1OCc1ccc(OCc2ccccc2)cc1. As a reaction SMILES: [CH2:1]([c:2]1[cH:3][cH:4][cH:5][cH:6][cH:7]1)[O:8][c:9]1[cH:10][cH:11][c:12]([CH2:13][n:14]2[n:15][c:16]([O:21][CH2:22][c:23]3[cH:24][cH:25][c:26]([O:29][CH2:30][c:31]4[cH:32][cH:33][cH:34][cH:35][cH:36]4)[cH:27][cH:28]3)[c:17]([CH2:19][OH:20])[cH:18]2)[cH:37][cH:38]1.[O:39]1[CH2:40][CH2:41][CH2:42][CH2:43]1>>[CH2:1]([c:2]1[cH:3][cH:4][cH:5][cH:6][cH:7]1)[O:8][c:9]1[cH:10][cH:11][c:12]([CH2:13][n:14]2[n:15][c:16]([O:21][CH2:22][c:23]3[cH:24][cH:25][c:26]([O:29][CH2:30][c:31]4[cH:32][cH:33][cH:34][cH:35][cH:36]4)[cH:27][cH:28]3)[c:17]([CH:19]=[O:20])[cH:18]2)[cH:37][cH:38]1.